Dataset: the Open Reaction Database (ORD), a public repository of structured organic reaction records. Task: describe an organic reaction: reactants, conditions, products, and yield The reactants are COC(CN)OC (aminoacetaldehyde dimethylacetal), BrCCCCCCOCCCCC1=CC=CC=C1 (4-(6-bromohexyloxy)butylbenzene). The solvent is C1(=CC=CC=C1)C (toluene), C1(=CC=CC=C1)C (toluene). Reaction conditions: time 15 minute. Product: Br.COC(CNCCCCCCOCCCCC1=CC=CC=C1)OC (N-dimethoxyethyl-6-(4-phenylbutoxy)hexylamine hydrobromide). Yield: 32.3%. Reaction SMILES: [CH3:1][O:2][CH:3]([O:6][CH3:7])[CH2:4][NH2:5].[Br:8][CH2:9][CH2:10][CH2:11][CH2:12][CH2:13][CH2:14][O:15][CH2:16][CH2:17][CH2:18][CH2:19][C:20]1[CH:25]=[CH:24][CH:23]=[CH:22][CH:21]=1>C1(C)C=CC=CC=1>[BrH:8].[CH3:1][O:2][CH:3]([O:6][CH3:7])[CH2:4][NH:5][CH2:9][CH2:10][CH2:11][CH2:12][CH2:13][CH2:14][O:15][CH2:16][CH2:17][CH2:18][CH2:19][C:20]1[CH:21]=[CH:22][CH:23]=[CH:24][CH:25]=1 |f:3.4|. Procedure details: To a solution of 8.7 ml (79.85 mmol) aminoacetaldehyde dimethylacetal in 60 ml toluene at reflux is added dropwise a solution of 10 g (31.94 mmol) 4-(6-bromohexyloxy)butylbenzene in 40 ml toluene. After maintaining the reaction mixture under reflux for 4 hr, toluene is evaporated off under reduced pressure, and 50 ml CH2Cl2 is added thereto. The resulting solution is stirred for 15 min together with a solution of 20 ml 47% HBr diluted with 20 ml H2O. The reaction mixture is allowed to decant and... Reported procedure: The procedure of Example III was repeated except that the feed of methyl isobutyrate; oxygen; nitrogen was in the mole ratio of 13.74:5.75:81.5 and a conversion of 53.3% of methyl isobutyrate was obtained with selectivity of 39.4% to methyl methacrylate and 17.2 to methacrylic acid. Reaction SMILES: [C:1]([O:6][CH3:7])(=[O:5])[CH:2]([CH3:4])[CH3:3].O=O>>[C:1]([O:6][CH3:7])(=[O:5])[CH:2]([CH3:4])[CH3:3].[C:1]([O:6][CH3:7])(=[O:5])[C:2]([CH3:4])=[CH2:3].[C:1]([OH:6])(=[O:5])[C:2]([CH3:4])=[CH2:3]. Product: C(C(C)C)(=O)OC (methyl isobutyrate), C(C(=C)C)(=O)OC (methyl methacrylate), C(C(=C)C)(=O)O (methacrylic acid). Isolated yield 53.3%. The reactants are O=O (oxygen), C(C(C)C)(=O)OC (methyl isobutyrate). Starting materials: CC(=O)C.OS(=O)(=O)O.O=[Cr](=O)=O (Jones' reagent), C(C1=CC=C(C=C1)OC)C(N1C(C(C1OC(C)=O)C(C)O)=O)CC1=CC=C(C=C1)OC (1-(di-p-anisylmethyl)-3-(1-hydroxyethyl)-4-acetoxy-2-azetidinone). The solvent is CC(=O)C (acetone), O (water). Reaction conditions: time 10 minute. The product is C(C1=CC=C(C=C1)OC)C(N1C(C(C1OC(C)=O)C(C)=O)=O)CC1=CC=C(C=C1)OC (1-(di-p-anisylmethyl)-3-acetyl-4-acetoxy-2-azetidinone). As a reaction SMILES: CC(C)=O.OS(O)(=O)=O.O=[Cr](=O)=O.[CH2:14]([CH:23]([CH2:36][C:37]1[CH:42]=[CH:41][C:40]([O:43][CH3:44])=[CH:39][CH:38]=1)[N:24]1[CH:27]([O:28][C:29](=[O:31])[CH3:30])[CH:26]([CH:32]([OH:34])[CH3:33])[C:25]1=[O:35])[C:15]1[CH:20]=[CH:19][C:18]([O:21][CH3:22])=[CH:17][CH:16]=1>CC(C)=O.O>[CH2:36]([CH:23]([CH2:14][C:15]1[CH:20]=[CH:19][C:18]([O:21][CH3:22])=[CH:17][CH:16]=1)[N:24]1[CH:27]([O:28][C:29](=[O:31])[CH3:30])[CH:26]([C:32](=[O:34])[CH3:33])[C:25]1=[O:35])[C:37]1[CH:42]=[CH:41][C:40]([O:43][CH3:44])=[CH:39][CH:38]=1 |f:0.1.2|. Procedure details: Jones' reagent (~1 ml) was added dropwise at room temperature to a solution of 1-(di-p-anisylmethyl)-3-(1-hydroxyethyl)-4-acetoxy-2-azetidinone (0.40 g) in acetone (5 ml), followed by stirring for 10 minutes. The reaction mixture was diluted with water and extracted with ethyl acetate. The extract was washed with water, dried over anhydrous sodium sulfate and evaporated to give an oily residue which was then purified by silica gel chromatography to give 1-(di-p-anisylmethyl)-3-acetyl-4-acetoxy-2... The reactants are ClC1=C(C(=CC=C1)Cl)C=C(C(=O)OC)C(CCC1=CC=CC=C1)=O (methyl 2-(2,6-dichlorophenylmethylidene)-3-oxo-5-phenylpentanoate), crude product, NC(=CC(=O)OC)CC(=O)OC (dimethyl 2-amino-1-propene-1,3-dicarboxylate). The solvent is ClCCl.C(C)(=O)OCC (dichloromethane ethyl acetate). Reaction conditions: temperature 120 celsius. The product is ClC1=C(C(=CC=C1)Cl)C1C(=C(NC(=C1C(=O)OC)CCC1=CC=CC=C1)CC(=O)OC)C(=O)OC (Dimethyl 4-(2,6-dichlorophenyl)-2-methoxycarbonylmethyl-6-[2-(phenyl)ethyl]-1,4-dihydropyridine-3,5-dicarboxylate). Reaction SMILES: [Cl:1][C:2]1[CH:7]=[CH:6][CH:5]=[C:4]([Cl:8])[C:3]=1[CH:9]=[C:10]([C:15](=O)[CH2:16][CH2:17][C:18]1[CH:23]=[CH:22][CH:21]=[CH:20][CH:19]=1)[C:11]([O:13][CH3:14])=[O:12].[NH2:25][C:26]([CH2:32][C:33]([O:35][CH3:36])=[O:34])=[CH:27][C:28]([O:30][CH3:31])=[O:29]>ClCCl.C(OCC)(=O)C>[Cl:1][C:2]1[CH:7]=[CH:6][CH:5]=[C:4]([Cl:8])[C:3]=1[CH:9]1[C:10]([C:11]([O:13][CH3:14])=[O:12])=[C:15]([CH2:16][CH2:17][C:18]2[CH:23]=[CH:22][CH:21]=[CH:20][CH:19]=2)[NH:25][C:26]([CH2:27][C:28]([O:30][CH3:31])=[O:29])=[C:32]1[C:33]([O:35][CH3:36])=[O:34] |f:2.3|. Reported procedure: A mixture of methyl 2-(2,6-dichlorophenylmethylidene)-3-oxo-5-phenylpentanoate(the crude product from the preceding experiment) and dimethyl 2-amino-1-propene-1,3-dicarboxylate (8.4 g, 48.5 mmol) was heated without solvent at 120° C. for 18 h. TLC showed a strong fluorescent spot at Rf=0.3 (dichloromethane/ethyl acetate: 24/1). This reaction mixture was chromatographed on 1.5 kg silica gel to yield 3.93 g of product. An additional 2 g of slightly impure product was also obtained.